From a dataset of the Open Reaction Database (ORD), a public repository of structured organic reaction records. describe an organic reaction: reactants, conditions, products, and yield Starting materials: CCO, COc1cc2c(Nc3ccc(Cl)c(Cl)c3)ncnc2cc1OCC#N, NO. Yields the product COc1cc2c(Nc3ccc(Cl)c(Cl)c3)ncnc2cc1OCC(=N)NO. As a reaction SMILES: [CH3:28][CH2:29][OH:30].[Cl:1][c:2]1[cH:3][c:4]([NH:9][c:10]2[n:11][cH:12][n:13][c:14]3[cH:15][c:16]([O:22][CH2:23][C:24]#[N:25])[c:17]([O:20][CH3:21])[cH:18][c:19]23)[cH:5][cH:6][c:7]1[Cl:8].[NH2:26][OH:27]>>[Cl:1][c:2]1[cH:3][c:4]([NH:9][c:10]2[n:11][cH:12][n:13][c:14]3[cH:15][c:16]([O:22][CH2:23][C:24](=[NH:25])[NH:26][OH:27])[c:17]([O:20][CH3:21])[cH:18][c:19]23)[cH:5][cH:6][c:7]1[Cl:8]. The yield is 49.6%. Reactants: ClC1=NC=CC(=N1)Cl (2,4-dichloropyrimidine), N1CCC2=CC=CC=C12 (indoline), C(C)(C)N(C(C)C)CC (N,N-diisopropylethylamine). Run in C(CCC)O (n-butanol). Yields the product ClC1=NC=CC(=N1)N1CCC2=CC=CC=C12 (2-Chloro-4-(indolin-1-yl)pyrimidine). Reaction SMILES: [Cl:1][C:2]1[N:7]=[C:6](Cl)[CH:5]=[CH:4][N:3]=1.[NH:9]1[C:17]2[C:12](=[CH:13][CH:14]=[CH:15][CH:16]=2)[CH2:11][CH2:10]1.C(N(CC)C(C)C)(C)C>C(O)CCC>[Cl:1][C:2]1[N:7]=[C:6]([N:9]2[C:17]3[C:12](=[CH:13][CH:14]=[CH:15][CH:16]=3)[CH2:11][CH2:10]2)[CH:5]=[CH:4][N:3]=1. Procedure details: A solution of 2,4-dichloropyrimidine (596 mg, 4.0 mmol), indoline (0.45 ml, 4.0 mmol) and N,N-diisopropylethylamine (0.69 ml, 4.0 mmol) in n-butanol (20 ml) was heated at 100° C. for 18 hours. Silica (3 g) was added and volatile material was removed by evaporation. The residue was purified by column chromatography, eluting with 0-40% ethyl acetate/isohexane, to give the product as a colourless solid (460 mg, 50%). NMR (CDCl3): 3.2 (t, 2H), 4.0-4.1 (t, 2H), 6.5 (d, 1H), 7.0-7.1 (m, 1H) 7.2-7.3 (m... The reactants are OC1=CC=C(C=C1)C(C(=O)O)C (2-(4-hydroxyphenyl)propionic acid), [N+](=O)(O)[O-] (nitric acid), ice water. The solvent is C(C)(=O)O (acetic acid). Run at time 4 hour. Yields the product [N+](=O)([O-])C=1C=C(C=CC1O)C(C(=O)O)C (2-(3-nitro-4-hydroxyphenyl)propionic acid). As a reaction SMILES: [OH:1][C:2]1[CH:7]=[CH:6][C:5]([CH:8]([CH3:12])[C:9]([OH:11])=[O:10])=[CH:4][CH:3]=1.[N+:13]([O-])([OH:15])=[O:14]>C(O)(=O)C>[N+:13]([C:7]1[CH:6]=[C:5]([CH:8]([CH3:12])[C:9]([OH:11])=[O:10])[CH:4]=[CH:3][C:2]=1[OH:1])([O-:15])=[O:14]. Reported procedure: In a mixture of 8ml of nitric acid and 15ml of acetic acid 1g of 2-(4-hydroxyphenyl)propionic acid was added and stirred at -10° to -20° C for 4 hours. The reaction mixture was poured into ice water and extracted with chloroform. The extract was washed with a sodium hydrogen carbonate solution and water and then dried over magnesium sulfate. The chloroform solution was concentrated to give crystals, which were recrystallized from water. Yield, 700 mg (58%). Starting materials: BrC=1C=CC=C2CC(COC12)O (8-bromo-3-chromanol), O=P12OP3(=O)OP(=O)(O1)OP(=O)(O2)O3 (P2O5), CrO3, O1C(CCC2=CC=CC=C12)O (chromanol), C(C)(=O)OC(C)=O (acetic anhydride), SiO2. Run in C(Cl)Cl (CH2Cl2), N1=CC=CC=C1 (pyridine). Reaction conditions: time 10 minute. The product is BrC=1C=CC=C2CC(COC12)=O (8-bromo-3-chromanone). Reaction SMILES: [Br:1][C:2]1[CH:3]=[CH:4][CH:5]=[C:6]2[C:11]=1[O:10][CH2:9][CH:8]([OH:12])[CH2:7]2.O=P12OP3(OP(OP(O3)(O1)=O)(=O)O2)=O.O1C2C(=CC=CC=2)CCC1O.C(OC(=O)C)(=O)C>C(Cl)Cl.N1C=CC=CC=1>[Br:1][C:2]1[CH:3]=[CH:4][CH:5]=[C:6]2[C:11]=1[O:10][CH2:9][C:8](=[O:12])[CH2:7]2. Procedure details: The 8-bromo-3-chromanol was oxidized in small portions (400 mg, 1.7 mmol) in order to achieve better total yields. Dry pyridine (1.1 ml) was added to CH2Cl2 (60 ml), dried over P2O5 and CrO3 (0.69 g, 6.9 mmol) and molecular sieves were added to that solution. After 15 min the chromanol was added together with acetic anhydride (0.66 ml). The mixture was stirred for 10 min and then passed with suction through a column containing SiO2 (10 g), eluting with CH2Cl2. The collected eluate was evaporated... Starting materials: NC1=NC=C(C(=N1)N[C@@H](C)C=1N(C(C2=C(C=CC=C2C1)C=1C=NC(=NC1)OC)=O)C1=CC=CC=C1)C#N ((S)-2-amino-4-((1-(8-(2-methoxypyrimidin-5-yl)-1-oxo-2-phenyl-1,2-dihydroisoquinolin-3-yl)ethyl)amino)pyrimidine-5-carbonitrile), C(C)=NO (acetaldoxime), C1(=CC=CC=C1)P(C1=CC=CC=C1)C1=CC=CC=C1 (triphenyl phosphine). Reagents/catalysts: C(C)(=O)[O-].[Pd+2].C(C)(=O)[O-] (palladium(II) acetate). Solvent: C1(=CC=CC=C1)C (toluene). Run at temperature 80 celsius, time 3 hour. Yields the product NC1=NC=C(C(=N1)N[C@@H](C)C=1N(C(C2=C(C=CC=C2C1)C=1C=NC(=NC1)OC)=O)C1=CC=CC=C1)C(=O)N ((S)-2-amino-4-((1-(8-(2-methoxypyrimidin-5-yl)-1-oxo-2-phenyl-1,2-dihydroisoquinolin-3-yl)ethyl)amino)pyrimidine-5-carboxamide). RXN SMILES: [NH2:1][C:2]1[N:7]=[C:6]([NH:8][C@H:9]([C:11]2[N:12]([C:30]3[CH:35]=[CH:34][CH:33]=[CH:32][CH:31]=3)[C:13](=[O:29])[C:14]3[C:19]([CH:20]=2)=[CH:18][CH:17]=[CH:16][C:15]=3[C:21]2[CH:22]=[N:23][C:24]([O:27][CH3:28])=[N:25][CH:26]=2)[CH3:10])[C:5]([C:36]#[N:37])=[CH:4][N:3]=1.C(=N[OH:41])C.C1(P(C2C=CC=CC=2)C2C=CC=CC=2)C=CC=CC=1>C1(C)C=CC=CC=1.C([O-])(=O)C.[Pd+2].C([O-])(=O)C>[NH2:1][C:2]1[N:7]=[C:6]([NH:8][C@H:9]([C:11]2[N:12]([C:30]3[CH:35]=[CH:34][CH:33]=[CH:32][CH:31]=3)[C:13](=[O:29])[C:14]3[C:19]([CH:20]=2)=[CH:18][CH:17]=[CH:16][C:15]=3[C:21]2[CH:26]=[N:25][C:24]([O:27][CH3:28])=[N:23][CH:22]=2)[CH3:10])[C:5]([C:36]([NH2:37])=[O:41])=[CH:4][N:3]=1 |f:4.5.6|. Procedure details: To a solution of (S)-2-amino-4-((1-(8-(2-methoxypyrimidin-5-yl)-1-oxo-2-phenyl-1,2-dihydroisoquinolin-3-yl)ethyl)amino)pyrimidine-5-carbonitrile 5 (34 mg, 0.070 mmol) in anhydrous toluene (4 mL) under argon, acetaldoxime (13 μL, 0.21 mmol), palladium(II) acetate (5 mg, 0.01 mmol) and triphenyl phosphine (5 mg, 0.017 mmol) were added and the resulting mixture was stirred at 80° C. for 3 h. The mixture was allowed to cool to RT and partitioned between water and ethyl acetate. The organic layer was... The reactants are C(C)OC(=O)C=1N(C2=CC=C(C=C2C1)O)CCC1=CSC=C1 (5-hydroxy-1-[(2-thiophen-3-yl)ethyl]-1H-indole-2-carboxylic acid ethyl ester), C(=O)([O-])[O-].[Cs+].[Cs+] (Cs2CO3), BrCC=1C=C(C=CC1Cl)OS(=O)(=O)C1=CC=CC=C1 (benzenesulfonic acid 3-bromomethyl-4-chlorophenyl ester). Run in CN(C)C=O (DMF). Run at temperature 60 celsius, time 30 minute. Product: C(C)OC(=O)C=1N(C2=CC=C(C=C2C1)OCC1=C(C=CC(=C1)OS(=O)(=O)C1=CC=CC=C1)Cl)CCC1=CSC=C1 (5-(5-Benzenesulfonyloxy-2-chlorobenzyloxy)-1-[(2-thiophen-3-yl)ethyl]-1H-indole-2-carboxylic Acid Ethyl Ester). RXN SMILES: [CH2:1]([O:3][C:4]([C:6]1[N:7]([CH2:16][CH2:17][C:18]2[CH:22]=[CH:21][S:20][CH:19]=2)[C:8]2[C:13]([CH:14]=1)=[CH:12][C:11]([OH:15])=[CH:10][CH:9]=2)=[O:5])[CH3:2].C([O-])([O-])=O.[Cs+].[Cs+].Br[CH2:30][C:31]1[CH:32]=[C:33]([O:38][S:39]([C:42]2[CH:47]=[CH:46][CH:45]=[CH:44][CH:43]=2)(=[O:41])=[O:40])[CH:34]=[CH:35][C:36]=1[Cl:37]>CN(C=O)C>[CH2:1]([O:3][C:4]([C:6]1[N:7]([CH2:16][CH2:17][C:18]2[CH:22]=[CH:21][S:20][CH:19]=2)[C:8]2[C:13]([CH:14]=1)=[CH:12][C:11]([O:15][CH2:30][C:31]1[CH:32]=[C:33]([O:38][S:39]([C:42]3[CH:47]=[CH:46][CH:45]=[CH:44][CH:43]=3)(=[O:40])=[O:41])[CH:34]=[CH:35][C:36]=1[Cl:37])=[CH:10][CH:9]=2)=[O:5])[CH3:2] |f:1.2.3|. Procedure details: To a solution of 5-hydroxy-1-[(2-thiophen-3-yl)ethyl]-1H-indole-2-carboxylic acid ethyl ester (0.42 g, 1.33 mmol) in dry DMF (10 mL) was added Cs2CO3 (0.65 g, 1.99 mmol). After stirring at 60° C. for 30 min, benzenesulfonic acid 3-bromomethyl-4-chlorophenyl ester (0.48 g, 1.33 mmol), from Example 1(b) above, was added. The reaction was kept stirring at 60° C. for 18 h. The reaction mixture was cooled and partitioned between EtOAc and water. The organic layer was washed with brine, dried (Na2SO4)... RXN SMILES: Br[C:2]1[CH:3]=[CH:4][C:5]2[N:11]3[C:12]([CH3:15])=[N:13][N:14]=[C:10]3[C@H:9]([CH3:16])[CH2:8][N:7]([C:17]3[CH:22]=[CH:21][C:20]([Cl:23])=[CH:19][CH:18]=3)[C:6]=2[CH:24]=1.[CH3:25][C:26]1[N:30]=[CH:29][NH:28][N:27]=1.N1C2C(=CC=C3C=2N=CC=C3)C=CC=1.C(=O)([O-])[O-].[Cs+].[Cs+]>CS(C)=O.C(OCC)(=O)C.[Cu]I>[Cl:23][C:20]1[CH:19]=[CH:18][C:17]([N:7]2[CH2:8][C@@H:9]([CH3:16])[C:10]3=[N:14][N:13]=[C:12]([CH3:15])[N:11]3[C:5]3[CH:4]=[CH:3][C:2]([N:27]4[C:26]([CH3:25])=[N:30][CH:29]=[N:28]4)=[CH:24][C:6]2=3)=[CH:22][CH:21]=1.[Cl:23][C:20]1[CH:19]=[CH:18][C:17]([N:7]2[CH2:8][C@@H:9]([CH3:16])[C:10]3=[N:14][N:13]=[C:12]([CH3:15])[N:11]3[C:5]3[CH:4]=[CH:3][C:2]([N:28]4[CH:29]=[N:30][C:26]([CH3:25])=[N:27]4)=[CH:24][C:6]2=3)=[CH:22][CH:21]=1 |f:3.4.5|. Conditions: temperature 130 celsius. Isolated yield 13.0%. The reagents and catalysts are [Cu]I (copper (I) iodide). Yields the product ClC1=CC=C(C=C1)N1C2=C(N3C([C@@H](C1)C)=NN=C3C)C=CC(=C2)N2N=CN=C2C ((R)-6-(4-chlorophenyl)-1,4-dimethyl-8-(5-methyl-1H-1,2,4-triazol-1-yl)-5,6-dihydro-4H-benzo[b][1,2,4]triazolo[4,3-d][1,4]diazepine), ClC1=CC=C(C=C1)N1C2=C(N3C([C@@H](C1)C)=NN=C3C)C=CC(=C2)N2N=C(N=C2)C ((R)-6-(4-chlorophenyl)-1,4-dimethyl-8-(3-methyl-1H-1,2,4-triazol-1-yl)-5,6-dihydro-4H-benzo[b][1,2,4]triazolo[4,3-d][1,4]diazepine). Reported procedure: A mixture of (R)-8-bromo-6-(4-chlorophenyl)-1,4-dimethyl-5,6-dihydro-4H-benzo[b][1,2,4]triazolo[4,3-d][1,4]diazepine (60 mg, 0.15 mmol), 3-methyl-1H-1,2,4-triazole (14 mg, 0.16 mmol), copper (I) iodide (6 mg, 0.03 mmol), 1,10-phenanthroline (11 mg, 0.06 mmol) and cesium carbonate (98 mg, 0.3 mmol) in dimethyl sulfoxide (3 mL) was heated at 130° C. for 30 minutes under microwave (pressure: 1.0 bar, equipment power: 150 W). The reaction mixture was diluted with ethyl acetate (20 mL) and washed wit... Solvent: C(C)(=O)OCC (ethyl acetate), CS(=O)C (dimethyl sulfoxide). The reactants are BrC=1C=CC2=C(N(C[C@H](C=3N2C(=NN3)C)C)C3=CC=C(C=C3)Cl)C1 ((R)-8-bromo-6-(4-chlorophenyl)-1,4-dimethyl-5,6-dihydro-4H-benzo[b][1,2,4]triazolo[4,3-d][1,4]diazepine), CC1=NNC=N1 (3-methyl-1H-1,2,4-triazole), N1=CC=CC2=CC=C3C=CC=NC3=C12 (1,10-phenanthroline), C([O-])([O-])=O.[Cs+].[Cs+] (cesium carbonate). Reactants: CCOc1cc(C(C)(C)C)ncc1C1=NC(C)(c2ccc(Cl)cc2)C(C)(c2ccc(Cl)cc2)N1C(=O)Cl, CS(=O)(=O)CCC1CCNCC1, Cl. Product: CCOc1cc(C(C)(C)C)ncc1C1=NC(C)(c2ccc(Cl)cc2)C(C)(c2ccc(Cl)cc2)N1C(=O)N1CCC(CCS(C)(=O)=O)CC1. RXN SMILES: [C:1]([CH3:2])([CH3:3])([CH3:4])[c:5]1[cH:6][c:7]([O:35][CH2:36][CH3:37])[c:8]([C:11]2=[N:15][C:14]([CH3:16])([c:17]3[cH:18][cH:19][c:20]([Cl:23])[cH:21][cH:22]3)[C:13]([CH3:24])([c:25]3[cH:26][cH:27][c:28]([Cl:31])[cH:29][cH:30]3)[N:12]2[C:32](=[O:33])[Cl:34])[cH:9][n:10]1.[CH3:39][S:40](=[O:41])(=[O:42])[CH2:43][CH2:44][CH:45]1[CH2:46][CH2:47][NH:48][CH2:49][CH2:50]1.[ClH:38]>>[C:1]([CH3:2])([CH3:3])([CH3:4])[c:5]1[cH:6][c:7]([O:35][CH2:36][CH3:37])[c:8]([C:11]2=[N:15][C:14]([CH3:16])([c:17]3[cH:18][cH:19][c:20]([Cl:23])[cH:21][cH:22]3)[C:13]([CH3:24])([c:25]3[cH:26][cH:27][c:28]([Cl:31])[cH:29][cH:30]3)[N:12]2[C:32](=[O:33])[N:48]2[CH2:47][CH2:46][CH:45]([CH2:44][CH2:43][S:40]([CH3:39])(=[O:41])=[O:42])[CH2:50][CH2:49]2)[cH:9][n:10]1.